From a dataset of the Open Reaction Database (ORD), a public repository of structured organic reaction records. describe an organic reaction: reactants, conditions, products, and yield Reactants: CO.CN (methylamine methanol), C(#N)C=1C=C(C=CC1)S(=O)(=O)Cl (3-cyanobenzenesulfonyl chloride). Conditions: time 2 hour. The product is NCC=1C=C(C=CC1)S(=O)(=O)NC (3-(aminomethyl)-N-methylbenzenesulfonamide). As a reaction SMILES: CO.[CH3:3][NH2:4].[C:5]([C:7]1[CH:8]=[C:9]([S:13](Cl)(=[O:15])=[O:14])[CH:10]=[CH:11][CH:12]=1)#[N:6]>>[NH2:6][CH2:5][C:7]1[CH:8]=[C:9]([S:13]([NH:4][CH3:3])(=[O:15])=[O:14])[CH:10]=[CH:11][CH:12]=1 |f:0.1|. Reported procedure: (Step 1) To a 40% methylamine methanol solution (5 ml) was added 3-cyanobenzenesulfonyl chloride (0.88 g) at 0° C., and the mixture was stirred at room temperature for 2 hr. The solvent was evaporated under reduced pressure, saturated brine was added, and the mixture was extracted with ethyl acetate. The solvent was evaporated under reduced pressure. 10% Palladium carbon powder (0.46 g) was added to a solution (10 ml) of the residue in ethanol, and the mixture was stirred overnight under a hydro... Reported procedure: A mixture of 3-bromo-4,5-dihydroxy-benzaldehyde (1 g), lithium carbonate (314 mg), 3-methoxybenzyl chloride (742 μl) and a catalytic amount of tetrabutylammonium iodide in DMF (5 ml) was stirred at 60° C. for 17 h. The mixture was diluted with ethyl acetate and washed with water. The organic layer was dried (MgSO4), filtered and concentrated in vacuo. Reaction SMILES: [Br:1][C:2]1[CH:3]=[C:4]([CH:7]=[C:8]([OH:11])[C:9]=1[OH:10])[CH:5]=[O:6].C(=O)([O-])[O-].[Li+].[Li+].[CH3:18][O:19][C:20]1[CH:21]=[C:22]([CH:25]=[CH:26][CH:27]=1)[CH2:23]Cl>[I-].C([N+](CCCC)(CCCC)CCCC)CCC.CN(C=O)C.C(OCC)(=O)C>[Br:1][C:2]1[CH:3]=[C:4]([CH:7]=[C:8]([OH:11])[C:9]=1[O:10][CH2:23][C:22]1[CH:25]=[CH:26][CH:27]=[C:20]([O:19][CH3:18])[CH:21]=1)[CH:5]=[O:6] |f:1.2.3,5.6|. Solvent: CN(C)C=O (DMF), C(C)(=O)OCC (ethyl acetate). Reagents/catalysts: [I-].C(CCC)[N+](CCCC)(CCCC)CCCC (tetrabutylammonium iodide). Yields the product BrC=1C=C(C=O)C=C(C1OCC1=CC(=CC=C1)OC)O (3-Bromo-5-hydroxy-4-(3-methoxy-benzyloxy)-benzaldehyde). Reactants: BrC=1C=C(C=O)C=C(C1O)O (3-bromo-4,5-dihydroxy-benzaldehyde), C([O-])([O-])=O.[Li+].[Li+] (lithium carbonate), COC=1C=C(CCl)C=CC1 (3-methoxybenzyl chloride). The reactants are C(C(O)C)(=O)OCC1=CC=CC=C1 (benzyl lactate), nitrile, N(=NC(=O)OCC)C(=O)OCC (diethyl azodicarboxylate), C(CCCCCCC)OC1=CC(=C(C=C1)C1=NC=C(C=N1)O)F (2-(4-octyloxy-2-fluorophenyl)-5-hydroxypyrimidine). Product: C(CCCCCCC)OC1=CC(=C(C=C1)C1=NC=C(C=N1)OC(C)C#N)F (2-(4-octyloxy-2-fluorophenyl)-5-(1-cyanoethoxy)-pyrimidine). As a reaction SMILES: [C:1](OCC1C=CC=CC=1)(=O)[CH:2]([CH3:4])O.[N:14](C(OCC)=O)=NC(OCC)=O.[CH2:26]([O:34][C:35]1[CH:40]=[CH:39][C:38]([C:41]2[N:46]=[CH:45][C:44]([OH:47])=[CH:43][N:42]=2)=[C:37]([F:48])[CH:36]=1)[CH2:27][CH2:28][CH2:29][CH2:30][CH2:31][CH2:32][CH3:33]>>[CH2:26]([O:34][C:35]1[CH:40]=[CH:39][C:38]([C:41]2[N:46]=[CH:45][C:44]([O:47][CH:2]([C:1]#[N:14])[CH3:4])=[CH:43][N:42]=2)=[C:37]([F:48])[CH:36]=1)[CH2:27][CH2:28][CH2:29][CH2:30][CH2:31][CH2:32][CH3:33]. Procedure details: Optically active benzyl lactate is etherified by means of diethyl azodicarboxylate (DEAD)/triphenylphosphine with 2-(4-octyloxy-2-fluorophenyl)-5-hydroxypyrimidine (prepared in accordance with Example 1) and the benzyl group is then split off hydrogenolytically. The acid so obtained is converted as usual into the nitrile (oxalyl chloride, ammonia, thionyl chloride). Optically active 2-(4-octyloxy-2-fluorophenyl)-5-(1-cyanoethoxy)-pyrimidine is obtained. Starting materials: BrC1=CC=2C3=C(C=NC2C=C1)N(C(N3C=3C(=NN(C3)C)C)=O)C (8-bromo-1-(1,3-dimethyl-1H-pyrazol-4-yl)-3-methyl-1,3-dihydro-imidazo[4,5-c]quinolin-2-one), BrC1=CC=2C3=C(C=NC2C=C1)N(C(N3C=3C(=NN(C3)C)C)=O)C (8-bromo-1-(1,3-dimethyl-1H-pyrazol-4-yl)-3-methyl-1,3-dihydro-imidazo[4,5-c]quinolin-2-one), CS(=O)(=O)C=1C=C(C=NC1)B(O)O (5-(methylsulfonyl)pyridine-3-boronic acid). Product: CN1N=C(C(=C1)N1C(N(C=2C=NC=3C=CC(=CC3C21)C=2C=NC=C(C2)S(=O)(=O)C)C)=O)C (1-(1,3-Dimethyl-1H-pyrazol-4-yl)-8-(5-methanesulfonyl-pyridin-3-yl)-3-methyl-1,3-dihydro-imidazo[4,5-c]quinolin-2-one). Reaction SMILES: Br[C:2]1[CH:11]=[CH:10][C:9]2[N:8]=[CH:7][C:6]3[N:12]([CH3:23])[C:13](=[O:22])[N:14]([C:15]4[C:16]([CH3:21])=[N:17][N:18]([CH3:20])[CH:19]=4)[C:5]=3[C:4]=2[CH:3]=1.[CH3:24][S:25]([C:28]1[CH:29]=[C:30](B(O)O)[CH:31]=[N:32][CH:33]=1)(=[O:27])=[O:26]>>[CH3:20][N:18]1[CH:19]=[C:15]([N:14]2[C:5]3[C:4]4[CH:3]=[C:2]([C:30]5[CH:31]=[N:32][CH:33]=[C:28]([S:25]([CH3:24])(=[O:27])=[O:26])[CH:29]=5)[CH:11]=[CH:10][C:9]=4[N:8]=[CH:7][C:6]=3[N:12]([CH3:23])[C:13]2=[O:22])[C:16]([CH3:21])=[N:17]1. Procedure: The title compound was synthesized in a similar manner as described for Example 1.1 using 8-bromo-1-(1,3-dimethyl-1H-pyrazol-4-yl)-3-methyl-1,3-dihydro-imidazo[4,5-c]quinolin-2-one (Intermediate A, 40 mg, 0.105 mmol) and 5-(methylsulfonyl)pyridine-3-boronic acid (Combi-Blocks, San Diego, USA, 25 mg, 0.125 mmol) to give the title compound as a white solid. (HPLC: tR 2.30 min (Method A); M+H=449 MS-ES; 1H-NMR (d6-DMSO, 400 MHz) 9.09-9.01 (m, 3H), 8.32-8.27 (m, 1H), 8.21-8.14 (m, 2H), 8.11-8.06 (m,... Reactants: BrCC1=CC=NO1 (5-bromomethyl-isoxazole), C(C)N (ethylamine). Run in C1CCOC1 (THF). Yields the product C(C)NCC1=CC=NO1 (ethyl-isoxazol-5-ylmethyl-amine). Reaction SMILES: Br[CH2:2][C:3]1[O:7][N:6]=[CH:5][CH:4]=1.[CH2:8]([NH2:10])[CH3:9]>C1COCC1>[CH2:8]([NH:10][CH2:2][C:3]1[O:7][N:6]=[CH:5][CH:4]=1)[CH3:9]. Reported procedure: prepared by reaction of the 5-bromomethyl-isoxazole (Deshong P. et al J. Org. Chem. 1988, 53, 7, 1356-1364) with 2M ethylamine in THF. Reactants: C1(=CC=CC=C1)[C@H](C)N1C(NC2=C1COC2=O)=O (1-[(S)-(1-phenylethyl)]-1H-furo[3,4-d]imidazol-2,4 (3H,6H)-dione), C(C)(=O)OCC (ethyl acetate). Reagents/catalysts: [Pd] (palladium on activated carbon). The solvent is C(C)(=O)O (acetic acid). Reaction conditions: time 15 hour. Product: C1(=CC=CC=C1)[C@H](C)N1C(N[C@H]2[C@@H]1COC2=O)=O ((3aS,6aR)-1-[(S)-(1-phenylethyl)]-dihydro-1H-furo[3,4-d]imidazol-2,4(3H,3aH)-dione). Yield: 53.6%. RXN SMILES: [C:1]1([C@@H:7]([N:9]2[C:13]3[CH2:14][O:15][C:16](=[O:17])[C:12]=3[NH:11][C:10]2=[O:18])[CH3:8])[CH:6]=[CH:5][CH:4]=[CH:3][CH:2]=1.C(OCC)(=O)C>C(O)(=O)C.[Pd]>[C:1]1([C@@H:7]([N:9]2[C@H:13]3[CH2:14][O:15][C:16](=[O:17])[C@H:12]3[NH:11][C:10]2=[O:18])[CH3:8])[CH:6]=[CH:5][CH:4]=[CH:3][CH:2]=1. Procedure details: A solution of 3.7 g (15.16 mmol) of 1-[(S)-(1-phenylethyl)]-1H-furo[3,4-d]imidazol-2,4 (3H,6H)-dione in 100 ml of acetic acid is placed in a 250-ml autoclave and 0.4 g of palladium on activated carbon (5 percent) was added. Then the autoclave was flushed twice successively with hydrogen and filled to 50 bars. This mixture was stirred for 15 hours at room temperature. The catalyst was then filtered off. The solvent was evaporated at 20 mbars and the residue was chromatographed over silica gel wit... Reactants: CC1(CCNCC1)O (4-Methyl-piperidin-4-ol), C(C)(C)(C)OC(=O)N1C[C@H](CC1)OS(=O)(=O)C1=CC=C(C=C1)C ((S)-3-(Toluene-4-sulfonyloxy)-pyrrolidine-1-carboxylic acid tert-butyl ester), CN1CCCC1=O (NMP), C([O-])([O-])=O.[K+].[K+] (potassium carbonate). Solvent: O (water), C(C)(=O)OCC (Ethyl acetate), C(C)#N (acetonitrile), CN(C)C=O (DMF). Run at temperature 80 celsius, time 12 hour. Yields the product C(C)(C)(C)OC(=O)N1C[C@@H](CC1)N1CCC(CC1)(C)O ((R)-3-(4-Hydroxy-4-methyl-piperidin-1-yl)-pyrrolidine-1-carboxylic acid tert-butyl ester). RXN SMILES: [CH3:1][C:2]1([OH:8])[CH2:7][CH2:6][NH:5][CH2:4][CH2:3]1.[C:9]([O:13][C:14]([N:16]1[CH2:20][CH2:19][C@H:18](OS(C2C=CC(C)=CC=2)(=O)=O)[CH2:17]1)=[O:15])([CH3:12])([CH3:11])[CH3:10].CN1C(=O)CCC1.C(=O)([O-])[O-].[K+].[K+]>C(#N)C.O.C(OCC)(=O)C.CN(C=O)C>[C:9]([O:13][C:14]([N:16]1[CH2:20][CH2:19][C@@H:18]([N:5]2[CH2:6][CH2:7][C:2]([OH:8])([CH3:1])[CH2:3][CH2:4]2)[CH2:17]1)=[O:15])([CH3:12])([CH3:10])[CH3:11] |f:3.4.5|. Reported procedure: To a mixture of 4-Methyl-piperidin-4-ol (2.2 g) and (S)-3-(Toluene-4-sulfonyloxy)-pyrrolidine-1-carboxylic acid tert-butyl ester (5.0 g) in acetonitrile (54 mL)/NMP (30 mL)/DMF (5 mL) was added potassium carbonate (9.2 g). The mixture was stirred at 80° C. for 12 h. Ethyl acetate and water was added. The aqueous phase was acidified, extracted with ethyl acetate. The collected organic phase were washed with water, dried over sodium sulfate and concentrated. The product with the molecular weight o...